Task: describe an organic reaction: reactants, conditions, products, and yield. Dataset: the Open Reaction Database (ORD), a public repository of structured organic reaction records The reactants are BrC1=CC=CC(=N1)SC1=NNC=N1 (3-(6-bromo-2-pyridyl)thio-1H-1,2,4-triazole), CN(C(=O)Cl)C (dimethylcarbamoyl chloride), C([O-])([O-])=O.[K+].[K+] (potassium carbonate). Solvent: CN(C=O)C (N,N-dimethylformamide). Conditions: time 2 hour. The product is BrC1=CC=CC(=N1)SC1=NN(C=N1)C(N(C)C)=O (3-(6-Bromo-2-pyridyl)thio-1-dimethylcarbamoyl-1H-1,2,4-triazole). RXN SMILES: [Br:1][C:2]1[N:7]=[C:6]([S:8][C:9]2[N:13]=[CH:12][NH:11][N:10]=2)[CH:5]=[CH:4][CH:3]=1.[CH3:14][N:15]([CH3:19])[C:16](Cl)=[O:17].C(=O)([O-])[O-].[K+].[K+]>CN(C)C=O>[Br:1][C:2]1[N:7]=[C:6]([S:8][C:9]2[N:13]=[CH:12][N:11]([C:16](=[O:17])[N:15]([CH3:19])[CH3:14])[N:10]=2)[CH:5]=[CH:4][CH:3]=1 |f:2.3.4|. Procedure details: A mixture of 3-(6-bromo-2-pyridyl)thio-1H-1,2,4-triazole (73 mg), dimethylcarbamoyl chloride (40 μl), anhydrous potassium carbonate (80 mg) and N,N-dimethylformamide (0.5 ml) was stirred at room temperature for 2 hours. The reaction solution was extracted with ethyl acetate-water. The organic layer was washed with water, followed by saturated aqueous sodium chloride solution, dried over anhydrous magnesium sulfate, and concentrated under reduced pressure. The residue was purified by a silica-gel... Reactants: CCOC(=O)C(=O)OCC, Cc1ccncc1[N+](=O)[O-], CC[O-], CCOCC, CCO, [K+]. Yields the product CCOC(=O)C(=O)Cc1ccncc1[N+](=O)[O-]. As a reaction SMILES: [C:5]([C:6]([O:8][CH2:7][CH3:9])=[O:10])(=[O:11])[O:12][CH2:13][CH3:14].[CH3:15][c:16]1[c:17]([N+:22](=[O:23])[O-:24])[cH:18][n:19][cH:20][cH:21]1.[CH3:1][CH2:2][O-:3].[CH3:25][CH2:26][O:27][CH2:28][CH3:29].[CH3:30][CH2:31][OH:32].[K+:4]>>[C:5]([C:6](=[O:8])[CH2:15][c:16]1[c:17]([N+:22](=[O:23])[O-:24])[cH:18][n:19][cH:20][cH:21]1)(=[O:11])[O:12][CH2:13][CH3:14]. Reactants: O=C([O-])O, CCNC(=O)C1CC(SCc2ccc(OC)cc2)CN1C(=O)OC(C)(C)C, CCOC(C)=O, Cl, [Na+]. Product: CCNC(=O)C1CC(SCc2ccc(OC)cc2)CN1. Reaction SMILES: [C:29](=[O:30])([OH:31])[O-:32].[C:2]([O:3][C:4](=[O:5])[N:9]1[CH:10]([C:24]([NH:25][CH2:26][CH3:27])=[O:28])[CH2:11][CH:12]([S:14][CH2:15][c:16]2[cH:17][cH:18][c:19]([O:22][CH3:23])[cH:20][cH:21]2)[CH2:13]1)([CH3:6])([CH3:7])[CH3:8].[CH3:34][CH2:35][O:36][C:37](=[O:38])[CH3:39].[ClH:1].[Na+:33]>>[NH:9]1[CH:10]([C:24]([NH:25][CH2:26][CH3:27])=[O:28])[CH2:11][CH:12]([S:14][CH2:15][c:16]2[cH:17][cH:18][c:19]([O:22][CH3:23])[cH:20][cH:21]2)[CH2:13]1. Starting materials: CCCP(=O)=O (propylphosphonic anhydride), N=1C=C(N2C1C=CC=C2)C(=O)O (imidazo[1,2-a]pyridine-3-carboxylic acid), COC1(CC(C1)C1=NC(=NO1)C=1C=CC(=C(N)C1)C)C(F)(F)F (5-(5-(3-methoxy-3-(trifluoromethyl)cyclobutyl)-1,2,4-oxadiazol-3-yl)-2-methylaniline). Solvent: C(C)(=O)OCC (ethyl acetate), C([O-])(O)=O.[Na+] (sodium bicarbonate), C(C)OC(C)=O (ethylacetate). Run at temperature 70 celsius. Yields the product COC1(CC(C1)C1=NC(=NO1)C=1C=CC(=C(C1)NC(=O)C1=CN=C2N1C=CC=C2)C)C(F)(F)F (N-(5-(5-(3-methoxy-3-(trifluoromethyl)cyclobutyl)-1,2,4-oxadiazol-3-yl)-2-methylphenyl)imidazo[1,2-a]pyridine-3-carboxamide). RXN SMILES: [N:1]1[CH:2]=[C:3]([C:10]([OH:12])=O)[N:4]2[CH:9]=[CH:8][CH:7]=[CH:6][C:5]=12.[CH3:13][O:14][C:15]1([C:32]([F:35])([F:34])[F:33])[CH2:18][CH:17]([C:19]2[O:23][N:22]=[C:21]([C:24]3[CH:25]=[CH:26][C:27]([CH3:31])=[C:28]([CH:30]=3)[NH2:29])[N:20]=2)[CH2:16]1.CCCP(=O)=O>C(OC(=O)C)C.C(=O)(O)[O-].[Na+]>[CH3:13][O:14][C:15]1([C:32]([F:34])([F:35])[F:33])[CH2:16][CH:17]([C:19]2[O:23][N:22]=[C:21]([C:24]3[CH:25]=[CH:26][C:27]([CH3:31])=[C:28]([NH:29][C:10]([C:3]4[N:4]5[CH:9]=[CH:8][CH:7]=[CH:6][C:5]5=[N:1][CH:2]=4)=[O:12])[CH:30]=3)[N:20]=2)[CH2:18]1 |f:4.5|. Procedure: A stirring mixture of imidazo[1,2-a]pyridine-3-carboxylic acid (1) (10 mg, 0.064 mmol) and 5-(5-(3-methoxy-3-(trifluoromethyl)cyclobutyl)-1,2,4-oxadiazol-3-yl)-2-methylaniline (125) (21 mg, 0.064 mmol) in ethylacetate (1 mL) was added propylphosphonic anhydride solution 50 wt. % in ethyl acetate (76 uL, 0.128 mmol). The reaction was heated at 70° C. for 3 hours. The reaction was cooled to room temperature and diluted with a solution of saturated sodium bicarbonate. The organic was separated and ... Starting materials: C(C1=CC=CC=C1)OC1=C(C=C(C=C1)CCC=O)OC (3-(p-benzyloxy-m-methoxyphenyl)propionaldehyde), C(C)(=O)C=P(C1=CC=CC=C1)(C1=CC=CC=C1)C1=CC=CC=C1 (acetylmethylenetriphenylphosphorane). Run in C1(=CC=CC=C1)C (toluene). Yields the product C(C1=CC=CC=C1)OC1=C(C=C(C=C1)CCC=CC(C)=O)OC (6-(p-Benzyloxy-m-methoxyphenyl)-3-hexen-2-one). Yield: 56.4%. Reaction SMILES: [CH2:1]([O:8][C:9]1[CH:14]=[CH:13][C:12]([CH2:15][CH2:16][CH:17]=O)=[CH:11][C:10]=1[O:19][CH3:20])[C:2]1[CH:7]=[CH:6][CH:5]=[CH:4][CH:3]=1.[C:21]([CH:24]=P(C1C=CC=CC=1)(C1C=CC=CC=1)C1C=CC=CC=1)(=[O:23])[CH3:22]>C1(C)C=CC=CC=1>[CH2:1]([O:8][C:9]1[CH:14]=[CH:13][C:12]([CH2:15][CH2:16][CH:17]=[CH:22][C:21](=[O:23])[CH3:24])=[CH:11][C:10]=1[O:19][CH3:20])[C:2]1[CH:7]=[CH:6][CH:5]=[CH:4][CH:3]=1. Procedure: A solution of 2.3 g of 3-(p-benzyloxy-m-methoxyphenyl)propionaldehyde and 2.97 g of acetylmethylenetriphenylphosphorane in 22 ml of toluene was heated under reflux for 2 hours, toluene and then evaporated and the residue was purified by a chromatography using 30 g of silica gel and recrystallization from a mixture of ethyl ether and n-hexane (1:5) afforded 1.49 g of the desired compound melting at 59.5°-60.5° C. Starting materials: BrBr (bromine), O1C(NC2=NC=CC=C21)=O (oxazolo[4,5-b]pyridin-2-one), ice water. Solvent: CN(C=O)C (dimethylformamide). The product is BrC=1C=C2C(=NC1)NC(O2)=O (6-BROMO-3H-OXAZOLO[4,5-b]-PYRIDIN-2-ONE). RXN SMILES: [O:1]1[C:9]2[C:4](=[N:5][CH:6]=[CH:7][CH:8]=2)[NH:3][C:2]1=[O:10].[Br:11]Br>CN(C)C=O>[Br:11][C:7]1[CH:8]=[C:9]2[O:1][C:2](=[O:10])[NH:3][C:4]2=[N:5][CH:6]=1. Procedure: 0.01 mol of oxazolo[4,5-b]pyridin-2-one is dissolved in 100 ml of dimethylformamide. 0.011 mol of bromine is added via a dropping funnel. Stirring is maintained for 1 hour 30 minutes at room temperature and an ice/water mixture is added. The product is filtered off. It is washed with water. The product is dried.